This data is from the Open Reaction Database (ORD), a public repository of structured organic reaction records. The task is: describe an organic reaction: reactants, conditions, products, and yield Reactants: C(=O)([O-])[O-].[K+].[K+] (K2CO3), CC(C(=O)NC1=CC(=CC=C1)C1CCNCC1)C (2-methyl-N-[3-(4-piperidinyl)phenyl]propanamide), [Na+].[I-] (NaI), ClCCCCCCC(=O)C1=CC=C(C=C1)F (7-chloro-1-(4-fluorophenyl)-1-heptanone). Yields the product FC1=CC=C(C=C1)C(CCCCCCN1CCC(CC1)C=1C=C(C=CC1)NC(C(C)C)=O)=O (N-(3-{1-[7-(4-FLUOROPHENYL)-7-OXOHEPTYL]-4-PIPERIDINYL}PHENYL)-2-METHYLPROPANAMIDE). As a reaction SMILES: C([O-])([O-])=O.[K+].[K+].[Na+].[I-].Cl[CH2:10][CH2:11][CH2:12][CH2:13][CH2:14][CH2:15][C:16]([C:18]1[CH:23]=[CH:22][C:21]([F:24])=[CH:20][CH:19]=1)=[O:17].[CH3:25][CH:26]([CH3:42])[C:27]([NH:29][C:30]1[CH:35]=[CH:34][CH:33]=[C:32]([CH:36]2[CH2:41][CH2:40][NH:39][CH2:38][CH2:37]2)[CH:31]=1)=[O:28]>>[F:24][C:21]1[CH:22]=[CH:23][C:18]([C:16](=[O:17])[CH2:15][CH2:14][CH2:13][CH2:12][CH2:11][CH2:10][N:39]2[CH2:40][CH2:41][CH:36]([C:32]3[CH:31]=[C:30]([NH:29][C:27](=[O:28])[CH:26]([CH3:25])[CH3:42])[CH:35]=[CH:34][CH:33]=3)[CH2:37][CH2:38]2)=[CH:19][CH:20]=1 |f:0.1.2,3.4|. Procedure: Prepared by Procedure K and Scheme E using K2CO3 instead of Na2CO3 and NaI instead of KI and 7-chloro-1-(4-fluorophenyl)-1-heptanone and 2-methyl-N-[3-(4-piperidinyl)phenyl]propanamide: ESMS m/e: 453.2 (M+H)+. Reactants: Cl.N1CCC(CC1)=O (piperidin-4-one hydrochloride), C(=O)([O-])[O-].[K+].[K+] (K2CO3), C(C)(=O)OCC.CCCCCC (ethyl acetate hexane), C(=O)(OCC1=CC=CC=C1)Cl (Cbz chloride). Run in O1CCCC1 (tetrahydrofuran), O (water). Conditions: temperature 2.5 celsius, time 1.5 hour. Product: O=C1CCN(CC1)C(=O)OCC1=CC=CC=C1 (Benzyl 4-oxopiperidine-1-carboxylate). As a reaction SMILES: Cl.[NH:2]1[CH2:7][CH2:6][C:5](=[O:8])[CH2:4][CH2:3]1.C([O-])([O-])=O.[K+].[K+].[C:15](Cl)([O:17][CH2:18][C:19]1[CH:24]=[CH:23][CH:22]=[CH:21][CH:20]=1)=[O:16].C(OCC)(=O)C.CCCCCC>O1CCCC1.O>[O:8]=[C:5]1[CH2:6][CH2:7][N:2]([C:15]([O:17][CH2:18][C:19]2[CH:24]=[CH:23][CH:22]=[CH:21][CH:20]=2)=[O:16])[CH2:3][CH2:4]1 |f:0.1,2.3.4,6.7|. Procedure details: To a solution of piperidin-4-one hydrochloride (32 g, 0.23 mol) in tetrahydrofuran (320 ml, 10×) was added K2CO3 (64.2 g) dissolved in water (160 ml) at room temperature. The mixture was cooled to 0-5° C. and then Cbz chloride (50%) (74.28 ml, 1.1 eq.) was added dropwise. The reaction mixture was warmed to room temperature and stirred for 1-2 h. Progress of the reaction was monitored by TLC (30% ethyl acetate/hexane). Upon disappearance of the starting material the mixture was filtered and the l... Starting materials: CC[Si](CC)(CC)OC1C(=O)NC1c1ccco1, CN(C)c1ccncc1, CCN(C(C)C)C(C)C, CC(C)OC(=O)Cl, ClCCl. Product: CC[Si](CC)(CC)OC1C(=O)N(C(=O)OC(C)C)C1c1ccco1. Reaction SMILES: [CH2:1]([CH3:2])[Si:3]([O:4][CH:5]1[C:6](=[O:14])[NH:7][CH:8]1[c:9]1[o:10][cH:11][cH:12][cH:13]1)([CH2:15][CH3:16])[CH2:17][CH3:18].[CH3:38][N:39]([c:40]1[cH:41][cH:42][n:43][cH:44][cH:45]1)[CH3:46].[CH:19]([N:20]([CH:21]([CH3:22])[CH3:23])[CH2:24][CH3:25])([CH3:26])[CH3:27].[CH:28]([CH3:29])([CH3:30])[O:31][C:32](=[O:33])[Cl:34].[Cl:35][CH2:36][Cl:37]>>[CH2:1]([CH3:2])[Si:3]([O:4][CH:5]1[C:6](=[O:14])[N:7]([C:32]([O:31][CH:28]([CH3:29])[CH3:30])=[O:33])[CH:8]1[c:9]1[o:10][cH:11][cH:12][cH:13]1)([CH2:15][CH3:16])[CH2:17][CH3:18]. Starting materials: O=C1CC2=C(N(C3=C1C=CC=C3)C(=O)N)C=CC=C2 (10,11-dihydro-10-oxo-5H-dibenz[b,f]azepine-5-carboxamide), C1(=CC=CC=C1)NN (phenylhydrazine), C(C)(=O)[O-].[Na+] (sodium acetate), C(C)O (ethanol). Reagents/catalysts: Cl (hydrochloric acid). Run in O (water). Run at temperature 60 celsius. Yields the product C1(=CC=CC=C1)NN=C1CC2=C(N(C3=C1C=CC=C3)C(=O)N)C=CC=C2 (10,11-dihydro-10-phenylhydrazono-5H-dibenz[b,f]azepine-5-carboxamide). RXN SMILES: O=[C:2]1[C:8]2[CH:9]=[CH:10][CH:11]=[CH:12][C:7]=2[N:6]([C:13]([NH2:15])=[O:14])[C:5]2[CH:16]=[CH:17][CH:18]=[CH:19][C:4]=2[CH2:3]1.[C:20]1([NH:26][NH2:27])[CH:25]=[CH:24][CH:23]=[CH:22][CH:21]=1.C([O-])(=O)C.[Na+].C(O)C>O.Cl>[C:20]1([NH:26][N:27]=[C:2]2[C:8]3[CH:9]=[CH:10][CH:11]=[CH:12][C:7]=3[N:6]([C:13]([NH2:15])=[O:14])[C:5]3[CH:16]=[CH:17][CH:18]=[CH:19][C:4]=3[CH2:3]2)[CH:25]=[CH:24][CH:23]=[CH:22][CH:21]=1 |f:2.3|. Procedure: A mixture of 0.2 g (0.8 mmol) of 10,11-dihydro-10-oxo-5H-dibenz[b,f]azepine-5-carboxamide, 0.5 g (4.6 mmol) of phenylhydrazine and 0.5 g (6 mmol) of sodium acetate in a mixture of 5 mL of water, 5 mL of ethanol and 3 drops of concentrated hydrochloric acid was heated at 60° C. for thirty minutes and then allowed to cool to room temperature. The precipitate was then filtered and washed with cold water and dilute ethanol to give the desired product as yellow crystals of m.p. 220° to 220.8° C.